This data is from the Open Reaction Database (ORD), a public repository of structured organic reaction records. The task is: describe an organic reaction: reactants, conditions, products, and yield Starting materials: C(=O)([O-])[O-].[Na+].[Na+] (Na2CO3), N#CBr (cyanogen bromide), C(=O)(C(F)(F)F)O (TFA), C(C1=CC=CC=C1)OC1=CC=C(C(=N1)NC1=CC=C(C=C1)Br)N (6-(benzyloxy)-N2-(4-bromophenyl)pyridine-2,3-diamine). The solvent is O (H2O). Run at time 2.5 hour. Yields the product C(C1=CC=CC=C1)OC1=CC=C2C(=N1)N(C(=N2)N)C2=CC=C(C=C2)Br (5-(benzyloxy)-3-(4-bromophenyl)-3H-imidazo[4,5-b]pyridin-2-amine). As a reaction SMILES: [CH2:1]([O:8][C:9]1[N:14]=[C:13]([NH:15][C:16]2[CH:21]=[CH:20][C:19]([Br:22])=[CH:18][CH:17]=2)[C:12]([NH2:23])=[CH:11][CH:10]=1)[C:2]1[CH:7]=[CH:6][CH:5]=[CH:4][CH:3]=1.[N:24]#[C:25]Br.C(O)(C(F)(F)F)=O.C([O-])([O-])=O.[Na+].[Na+]>O>[CH2:1]([O:8][C:9]1[N:14]=[C:13]2[N:15]([C:16]3[CH:21]=[CH:20][C:19]([Br:22])=[CH:18][CH:17]=3)[C:25]([NH2:24])=[N:23][C:12]2=[CH:11][CH:10]=1)[C:2]1[CH:7]=[CH:6][CH:5]=[CH:4][CH:3]=1 |f:3.4.5|. Procedure: To a suspension of 6-(benzyloxy)-N2-(4-bromophenyl)pyridine-2,3-diamine (3.86 g, 10.4 mmol) in H2O was added cyanogen bromide (1.44 g, 13.5 mmol) and TFA (200 μL). The reaction mixture was stirred at room temperature for 2.5 h, added 2 M aqueous Na2CO3 and extracted with DCM. The organic extract was dried over MgSO4, filtered, and concentrated. The residue was purified by column chromatography to give 5-(benzyloxy)-3-(4-bromophenyl)-3H-imidazo[4,5-b]pyridin-2-amine intermediate. The benzyl group... Starting materials: C(C1=CC=CC=C1)OC(=O)NC(C(CC(=O)OCC)=O)C (ethyl 4-{[(benzyloxy)carbonyl]amino}-3-oxopentanoate), C([O-])([O-])=O.[K+].[K+] (potassium carbonate), ICC (iodoethane), CC(=O)C (acetone), C([O-])([O-])=O.[K+].[K+] (potassium carbonate), ICC (iodoethane), O (water). The product is C(C1=CC=CC=C1)OC(=O)NC(C(C(C(=O)OCC)(CC)CC)=O)C (ethyl 4-{[(benzyloxy) carbonyl]amino}-2,2-diethyl-3-oxopentanoate). The yield is 53.0%. RXN SMILES: [CH2:1]([O:8][C:9]([NH:11][CH:12]([CH3:21])[C:13](=[O:20])[CH2:14][C:15]([O:17][CH2:18][CH3:19])=[O:16])=[O:10])[C:2]1[CH:7]=[CH:6][CH:5]=[CH:4][CH:3]=1.C(=O)([O-])[O-].[K+].[K+].I[CH2:29][CH3:30].O.[CH3:32][C:33](C)=O>>[CH2:1]([O:8][C:9]([NH:11][CH:12]([CH3:21])[C:13](=[O:20])[C:14]([CH2:29][CH3:30])([CH2:32][CH3:33])[C:15]([O:17][CH2:18][CH3:19])=[O:16])=[O:10])[C:2]1[CH:7]=[CH:6][CH:5]=[CH:4][CH:3]=1 |f:1.2.3|. Procedure details: To a solution of ethyl 4-{[(benzyloxy)carbonyl]amino}-3-oxopentanoate (3.0 g) in acetone (50 mL) were added potassium carbonate (2.83 g) and iodoethane (2.45 mL), and the mixture was refluxed overnight. After allowing to room temperature, potassium carbonate (2.83 g) and iodoethane(2.45 mL) were added, and the mixture was refluxed for 1 day. After allowing to room temperature, water was added and the mixture was extracted with ethyl acetate. The extract was washed with saturated brine, dried ove... Starting materials: C(C)N(C\C=C\C#CC(C)(C)C)CC1=CC(=CC=C1)CBr ((E)-N-ethyl-N-(6,6-dimethyl-2-hepten-4-ynyl)-3-bromomethylbenzylamine), C(C)OCC (ethyl ether), O (water), [C-]#N.[Na+] (sodium cyanide). Solvent: CN(C=O)C (dimethylformamide). Reaction conditions: time 8 hour. The product is C(C)N(C\C=C\C#CC(C)(C)C)CC=1C=C(C=CC1)CC#N ((E)-3-(N-ethyl-6,6-dimethyl-2-hepten-4-ynylaminomethyl)phenylacetonitrile). Isolated yield 96.1%. Reaction SMILES: [CH2:1]([N:3]([CH2:13][C:14]1[CH:19]=[CH:18][CH:17]=[C:16]([CH2:20]Br)[CH:15]=1)[CH2:4]/[CH:5]=[CH:6]/[C:7]#[C:8][C:9]([CH3:12])([CH3:11])[CH3:10])[CH3:2].[C-:22]#[N:23].[Na+].C(OCC)C.O>CN(C)C=O>[CH2:1]([N:3]([CH2:13][C:14]1[CH:15]=[C:16]([CH2:20][C:22]#[N:23])[CH:17]=[CH:18][CH:19]=1)[CH2:4]/[CH:5]=[CH:6]/[C:7]#[C:8][C:9]([CH3:12])([CH3:11])[CH3:10])[CH3:2] |f:1.2|. Procedure: 240 mg of (E)-N-ethyl-N-(6,6-dimethyl-2-hepten-4-ynyl)-3-bromomethylbenzylamine was dissolved in 4 ml of dimethylformamide, and 61 mg of sodium cyanide was added. The mixture was stirred overnight at room temperature, and then ethyl ether and water were added. The organic layer separated was worked up in a customary manner to give 195 mg of (E)-3-(N-ethyl-6,6-dimethyl-2-hepten-4-ynylaminomethyl)phenylacetonitrile as a colorless oil. Starting materials: CCO, [Cl-], [Fe], O=[N+]([O-])c1ccc(Oc2ncnc3[nH]c(-c4ccccc4)cc23)cc1, [NH4+], C1CCOC1, O. The product is Nc1ccc(Oc2ncnc3[nH]c(-c4ccccc4)cc23)cc1. As a reaction SMILES: [CH3:3][CH2:4][OH:5].[Cl-:1].[Fe:32].[N+:7]([O-:8])(=[O:9])[c:10]1[cH:11][cH:12][c:13]([O:14][c:15]2[c:16]3[c:17]([n:18][cH:19][n:20]2)[nH:21][c:22](-[c:24]2[cH:25][cH:26][cH:27][cH:28][cH:29]2)[cH:23]3)[cH:30][cH:31]1.[NH4+:2].[O:33]1[CH2:34][CH2:35][CH2:36][CH2:37]1.[OH2:6]>>[NH2:7][c:10]1[cH:11][cH:12][c:13]([O:14][c:15]2[c:16]3[c:17]([n:18][cH:19][n:20]2)[nH:21][c:22](-[c:24]2[cH:25][cH:26][cH:27][cH:28][cH:29]2)[cH:23]3)[cH:30][cH:31]1. The reactants are FC(OCC(=O)[O-])(F)F (trifluoro-3-oxa-butyrate), COC1=CC=C(C=C1)N (p-anisidine), ice water. Run at temperature 150 celsius, time 2 hour. Yields the product COC=1C=C2C(=CC(=NC2=CC1)C(F)(F)F)O (6-methoxy-2-(trifluoromethyl)quinolin -4-ol). The yield is 117.5%. Reaction SMILES: [F:1][C:2]([F:9])([F:8])OCC([O-])=O.[CH3:10][O:11][C:12]1[CH:17]=[CH:16][C:15]([NH2:18])=[CH:14][CH:13]=1>>[CH3:10][O:11][C:12]1[CH:17]=[C:16]2[C:15](=[CH:14][CH:13]=1)[N:18]=[C:14]([C:2]([F:1])([F:8])[F:9])[CH:13]=[C:12]2[OH:11]. Reported procedure: A solution of trifluoro-3-oxa-butyrate (14.95 g, 81 mmol) and PPA (72 ml) was heated at 100° C. and then treated with p-anisidine (10 g, 81 mmol) portion wise. The reaction mixture was further heated to 150° C. and stirred for 2 h at 150° C. After cooling to RT, the reaction mixture was poured into a beaker containing ice water. After stirring for 20 min, the mixture was filtered, and the resulting solid was washed with water (˜3 L). The resulting pinkish-purple solid was dried under vacuum to p... Reactants: C1CCC2=NCCCN2CC1, CC(C)(OC(=O)COc1ccc(F)cc1F)C(=O)c1ccc(S(C)(=O)=O)cc1, CC#N, ClCCl. Yields the product CC1(C)OC(=O)C(Oc2ccc(F)cc2F)=C1c1ccc(S(C)(=O)=O)cc1. RXN SMILES: [CH2:29]1[CH2:30][CH2:31][C:32]2=[N:37][CH2:36][CH2:35][CH2:34][N:33]2[CH2:38][CH2:39]1.[CH3:1][C:2]([C:3](=[O:4])[c:5]1[cH:6][cH:7][c:8]([S:11](=[O:12])(=[O:13])[CH3:14])[cH:9][cH:10]1)([CH3:15])[O:16][C:17]([CH2:18][O:19][c:20]1[c:21]([F:27])[cH:22][c:23]([F:26])[cH:24][cH:25]1)=[O:28].[CH3:43][C:44]#[N:45].[Cl:40][CH2:41][Cl:42]>>[CH3:1][C:2]1([CH3:15])[C:3]([c:5]2[cH:6][cH:7][c:8]([S:11](=[O:12])(=[O:13])[CH3:14])[cH:9][cH:10]2)=[C:18]([O:19][c:20]2[c:21]([F:27])[cH:22][c:23]([F:26])[cH:24][cH:25]2)[C:17](=[O:28])[O:16]1. Solvent: O1CCCC1 (tetrahydrofuran), C(C)N(CC)CC (Triethylamine), C1(=CC=CC=C1)C (toluene), O1CCCC1 (tetrahydrofuran), C(C)(=O)OCC (ethyl acetate). Reaction SMILES: C(N1C=CN=C1)(N1C=CN=C1)=O.[S:13]1[N:17]=[CH:16][C:15]([C:18](O)=O)=[N:14]1.[F:21][C:22]1[CH:27]=[CH:26][C:25]([C:28]([C:33]2[CH:34]=[N:35][C:36]([F:39])=[CH:37][CH:38]=2)([NH2:32])[C@@H:29]([NH2:31])[CH3:30])=[CH:24][CH:23]=1.[Yb]>O1CCCC1.C1(C)C=CC=CC=1.C(OCC)(=O)C.C(N(CC)CC)C>[F:21][C:22]1[CH:23]=[CH:24][C:25]([C:28]2([C:33]3[CH:34]=[N:35][C:36]([F:39])=[CH:37][CH:38]=3)[C@H:29]([CH3:30])[NH:31][C:18]([C:15]3[CH:16]=[N:17][S:13][N:14]=3)=[N:32]2)=[CH:26][CH:27]=1. Run at time 1 hour. The reactants are C(=O)(N1C=NC=C1)N1C=NC=C1 (1,1′-carbonyldiimidazole), S1N=C(C=N1)C(=O)O (1,2,5-thiadiazole-3-carboxylic acid), resultant mixture, [Yb] (Ytterbium), FC1=CC=C(C=C1)C([C@H](C)N)(N)C=1C=NC(=CC1)F ((2S)-1-(4-fluorophenyl)-1-(6-fluoro-3-pyridyl)-1,2-propanediamine). Reported procedure: Triethylamine (23 mg) and 1,1′-carbonyldiimidazole (37 mg) were added to a solution of 1,2,5-thiadiazole-3-carboxylic acid (30 mg) in tetrahydrofuran (3 mL) in this order, and the mixture was stirred at room temperature for one hour. A solution of (2S)-1-(4-fluorophenyl)-1-(6-fluoro-3-pyridyl)-1,2-propanediamine (50 mg) described in Reference Example 5-1 in tetrahydrofuran (1 mL) was added to the above reaction mixture, and the resultant mixture was stirred at room temperature for 17 hours. The ... Product: FC1=CC=C(C=C1)C1(N=C(N[C@H]1C)C1=NSN=C1)C=1C=NC(=CC1)F ((5S)-4-(4-fluorophenyl)-4-(6-fluoro-3-pyridyl)-5-methyl-2-(1,2,5-thiadiazol-3-yl)-2-imidazoline). Yield: 54.5%. Reaction SMILES: [CH3:21][OH:22].[ClH:1].[K+:12].[N:2]12[CH2:3][C:4](=[O:10])[CH:5]([CH2:6][CH2:7]1)[CH2:8][CH2:9]2.[OH-:11].[n:13]1[cH:14][c:15]([CH:19]=[O:20])[cH:16][cH:17][cH:18]1>>[N:2]12[C:3](=[CH:19][c:15]3[cH:14][n:13][cH:18][cH:17][cH:16]3)[C:4](=[O:10])[CH:5]([CH2:6][CH2:7]1)[CH2:8][CH2:9]2. Yields the product O=C1C(=Cc2cccnc2)N2CCC1CC2. Reactants: CO, Cl, [K+], O=C1CN2CCC1CC2, [OH-], O=Cc1cccnc1.